The task is: describe an organic reaction: reactants, conditions, products, and yield. This data is from the Open Reaction Database (ORD), a public repository of structured organic reaction records. Reactants: CC(OCC1(c2ccccc2)CCN(C(=O)OC(C)(C)C)CC1)c1cc(Br)cc(C(F)(F)F)c1, N#Cc1ccc(B(O)O)cc1, O=C(O)C(F)(F)F, C1CCOC1, [Pd], c1ccc(P(c2ccccc2)c2ccccc2)cc1, c1ccc(P(c2ccccc2)c2ccccc2)cc1, c1ccc(P(c2ccccc2)c2ccccc2)cc1, c1ccc(P(c2ccccc2)c2ccccc2)cc1. Yields the product CC(OCC1(c2ccccc2)CCN(C(=O)OC(C)(C)C)CC1)c1cc(-c2ccc(C#N)cc2)cc(C(F)(F)F)c1. RXN SMILES: [Br:1][c:2]1[cH:3][c:4]([CH:12]([CH3:13])[O:14][CH2:15][C:16]2([c:29]3[cH:30][cH:31][cH:32][cH:33][cH:34]3)[CH2:17][CH2:18][N:19]([C:22](=[O:23])[O:24][C:25]([CH3:26])([CH3:27])[CH3:28])[CH2:20][CH2:21]2)[cH:5][c:6]([C:8]([F:9])([F:10])[F:11])[cH:7]1.[C:35](#[N:36])[c:37]1[cH:38][cH:39][c:40]([B:43]([OH:44])[OH:45])[cH:41][cH:42]1.[F:46][C:47]([F:48])([F:49])[C:50]([OH:51])=[O:52].[O:53]1[CH2:54][CH2:55][CH2:56][CH2:57]1.[Pd:58].[c:116]1([P:117]([c:118]2[cH:119][cH:120][cH:121][cH:122][cH:123]2)[c:124]2[cH:125][cH:126][cH:127][cH:128][cH:129]2)[cH:130][cH:131][cH:132][cH:133][cH:134]1.[c:59]1([P:60]([c:61]2[cH:62][cH:63][cH:64][cH:65][cH:66]2)[c:67]2[cH:68][cH:69][cH:70][cH:71][cH:72]2)[cH:73][cH:74][cH:75][cH:76][cH:77]1.[c:78]1([P:79]([c:80]2[cH:81][cH:82][cH:83][cH:84][cH:85]2)[c:86]2[cH:87][cH:88][cH:89][cH:90][cH:91]2)[cH:92][cH:93][cH:94][cH:95][cH:96]1.[c:97]1([P:98]([c:99]2[cH:100][cH:101][cH:102][cH:103][cH:104]2)[c:105]2[cH:106][cH:107][cH:108][cH:109][cH:110]2)[cH:111][cH:112][cH:113][cH:114][cH:115]1>>[c:2]1(-[c:40]2[cH:39][cH:38][c:37]([C:35]#[N:36])[cH:42][cH:41]2)[cH:3][c:4]([CH:12]([CH3:13])[O:14][CH2:15][C:16]2([c:29]3[cH:30][cH:31][cH:32][cH:33][cH:34]3)[CH2:17][CH2:18][N:19]([C:22](=[O:23])[O:24][C:25]([CH3:26])([CH3:27])[CH3:28])[CH2:20][CH2:21]2)[cH:5][c:6]([C:8]([F:9])([F:10])[F:11])[cH:7]1. The reactants are Cl.NCC1(CCCCC1)CC(=O)OCC1=CC=CC=C1 (Benzyl 1-Aminomethyl-1-Cyclohexane Acetate Hydrochloride), ClC(=O)OC(C)Cl (1-chloroethyl chloroformate), CN1CCOCC1 (N-methylmorpholine). Run in ClCCl (dichloromethane). Run at temperature 15 celsius. Yields the product ClC(C)OC(=O)NCC1(CCCCC1)CC(=O)OCC1=CC=CC=C1 (Benzyl 1-{[(α-Chloroethoxy)carbonyl]aminomethyl}-1-Cyclohexane Acetate). The yield is 100.6%. As a reaction SMILES: Cl.[NH2:2][CH2:3][C:4]1([CH2:10][C:11]([O:13][CH2:14][C:15]2[CH:20]=[CH:19][CH:18]=[CH:17][CH:16]=2)=[O:12])[CH2:9][CH2:8][CH2:7][CH2:6][CH2:5]1.Cl[C:22]([O:24][CH:25]([Cl:27])[CH3:26])=[O:23].CN1CCOCC1>ClCCl>[Cl:27][CH:25]([O:24][C:22]([NH:2][CH2:3][C:4]1([CH2:10][C:11]([O:13][CH2:14][C:15]2[CH:16]=[CH:17][CH:18]=[CH:19][CH:20]=2)=[O:12])[CH2:9][CH2:8][CH2:7][CH2:6][CH2:5]1)=[O:23])[CH3:26] |f:0.1|. Procedure details: In a 5-liter, 3-neck, round bottom flask, stirred mechanically and under nitrogen, was added dichloromethane (1.5 L), compound (6) (1.85 mol) and 1-chloroethyl chloroformate (258 g, 1.81 mol). The resulting solution was cooled to 15° C. and N-methylmorpholine (396 mL, 3.60 mol) was added slowly, with cooling, over a one hour period. The resulting turbid solution was stirred for 30 min, after which 1H—NMR analysis showed the reaction to be complete. The reaction mixture was washed with water (2×2... Starting materials: C(C1=CC=CC=C1)C#N (benzyl cyanide), [OH-].[K+] (potassium hydroxide), O1CC1CC (1,2-epoxy-butane). Solvent: CN(C=O)C (dimethylformamide). Reaction conditions: time 30 minute. The product is C(C)C1CC(C(=O)O1)C1=CC=CC=C1 (4-ethyl-2-phenyl-gamma-butyrolactone). RXN SMILES: [CH2:1]([C:8]#N)[C:2]1[CH:7]=[CH:6][CH:5]=[CH:4][CH:3]=1.[OH-:10].[K+].[O:12]1[CH:14]([CH2:15][CH3:16])[CH2:13]1>CN(C)C=O>[CH2:15]([CH:14]1[O:12][C:8](=[O:10])[CH:1]([C:2]2[CH:7]=[CH:6][CH:5]=[CH:4][CH:3]=2)[CH2:13]1)[CH3:16] |f:1.2|. Reported procedure: To a mixture of 117 g. (1.0 m) benzyl cyanide, 72 g. (1.1 m) powdered 86% potassium hydroxide and 250 ml. dimethylformamide under a nitrogen atmosphere is added dropwise 74 g. (1.0 m) 1,2-epoxy-butane at 5° C. The temperature is held at 5° C. for 30 minutes and allowed to warm to room temperature. The reaction mixture is poured into 1,500 ml. water and extracted with 5×200 ml. toluene. To the combined toluene extracts is added 50 ml. of 50% hydrochloric acid and the mixture is heated on a steam ... Reactants: S1C(=CC=C1)C=O (thiophene-2-carbaldehyde), C([O-])([O-])=O.[K+].[K+] (potassium carbonate), FC(F)(F)[Si](C)(C)C ((trifluoromethyl)trimethylsilane). Solvent: O1CCCC1 (tetrahydrofuran), CN(C=O)C (N,N-dimethylformamide). The product is FC(C(O)C=1SC=CC1)(F)F (2,2,2-trifluoro-1-(thiophen-2-yl)ethanol). Isolated yield 77.7%. Reaction SMILES: [S:1]1[CH:5]=[CH:4][CH:3]=[C:2]1[CH:6]=[O:7].C(=O)([O-])[O-].[K+].[K+].[F:14][C:15]([Si](C)(C)C)([F:17])[F:16]>O1CCCC1.CN(C)C=O>[F:14][C:15]([F:17])([F:16])[CH:6]([C:2]1[S:1][CH:5]=[CH:4][CH:3]=1)[OH:7] |f:1.2.3|. Procedure: According to Reference Example 8-2, by use of thiophene-2-carbaldehyde (300 mg, 2.67 mmol) dissolved in tetrahydrofuran (4.5 mL) and N,N-dimethylformamide (1.5 mL), potassium carbonate (74 mg, 0.53 mmol) and (trifluoromethyl)trimethylsilane (0.772 mL, 5.34 mmol), the mixture was stirred and reacted at room temperature for 16 hours. Then, purification by extraction gave 2,2,2-trifluoro-1-(thiophen-2-yl)ethanol (Compound DN) (378 mg, yield: 78%). The reactants are C(CC=C)C1=C(N=NN1C1=CC=C(C=C1)NC(=O)NCC)C(=O)NC1CC1 (5-(3-buten-1-yl)-N-cyclopropyl-1-(4-{[(ethylamino)carbonyl]amino}phenyl)-1H-1,2,3-triazole-4-carboxamide), C(C)#N (acetonitrile), O (water), C[N+]1(CCOCC1)[O-] (N-methylmorpholine N-oxide), CC(=O)C (acetone). The reagents and catalysts are [Os](=O)(=O)(=O)=O (osmium tetroxide). Conditions: time 4 day. Product: C1(CC1)NC(=O)C=1N=NN(C1CCC(CO)O)C1=CC=C(C=C1)NC(=O)NCC (N-cyclopropyl-5-(3,4-dihydroxybutyl)-1-(4-{[(ethylamino)carbonyl]amino}phenyl)-1H-1,2,3-triazole-4-carboxamide). The yield is 23.0%. Reaction SMILES: [CH2:1]([C:5]1[N:9]([C:10]2[CH:15]=[CH:14][C:13]([NH:16][C:17]([NH:19][CH2:20][CH3:21])=[O:18])=[CH:12][CH:11]=2)[N:8]=[N:7][C:6]=1[C:22]([NH:24][CH:25]1[CH2:27][CH2:26]1)=[O:23])CC=C.C(#N)C.O.C[N+]1([O-])CC[O:36]CC1.[CH3:40][C:41]([CH3:43])=[O:42]>[Os](=O)(=O)(=O)=O>[CH:25]1([NH:24][C:22]([C:6]2[N:7]=[N:8][N:9]([C:10]3[CH:15]=[CH:14][C:13]([NH:16][C:17]([NH:19][CH2:20][CH3:21])=[O:18])=[CH:12][CH:11]=3)[C:5]=2[CH2:1][CH2:40][CH:41]([OH:42])[CH2:43][OH:36])=[O:23])[CH2:27][CH2:26]1. Procedure: To a solution of 5-(3-buten-1-yl)-N-cyclopropyl-1-(4-{[(ethylamino)carbonyl]amino}phenyl)-1H-1,2,3-triazole-4-carboxamide obtained in Example 41 in acetone (3 ml)-acetonitrile (3 ml)—water (3 ml) were added N-methylmorpholine N-oxide (0.18 g) and microencapsulated osmium tetroxide (containing 10%, 0.5 g). The reaction mixture was stirred at room temperature for 4 days, and the insoluble material was filtered off. The solvent was evaporated under reduced pressure, and the residue was purified by ... Starting materials: C(=O)NC=1SC=C(N1)C(C(=O)NC1[C@@H]2N(C(=CCS2)C(=O)O)C1=O)=NOC (7-{2-(2-Formamido-4-thiazolyl)-2-methoxyiminoacetamido}-3-cephem-4-carboxylic acid), Cl (hydrochloric acid). Solvent: CO (methanol). Conditions: time 4 hour. The product is Cl.NC=1SC=C(N1)C(C(=O)NC1[C@@H]2N(C(=CCS2)C(=O)O)C1=O)=NOC (7-{2-(2-amino-4-thiazolyl)-2-methoxyiminoacetamido}-3-cephem-4-carboxylic acid hydrochloride). Isolated yield 85.6%. Reaction SMILES: C([NH:3][C:4]1[S:5][CH:6]=[C:7]([C:9](=[N:25][O:26][CH3:27])[C:10]([NH:12][CH:13]2[C:23](=[O:24])[N:15]3[C:16]([C:20]([OH:22])=[O:21])=[CH:17][CH2:18][S:19][C@H:14]23)=[O:11])[N:8]=1)=O.[ClH:28]>CO>[ClH:28].[NH2:3][C:4]1[S:5][CH:6]=[C:7]([C:9](=[N:25][O:26][CH3:27])[C:10]([NH:12][CH:13]2[C:23](=[O:24])[N:15]3[C:16]([C:20]([OH:22])=[O:21])=[CH:17][CH2:18][S:19][C@H:14]23)=[O:11])[N:8]=1 |f:3.4|. Procedure: 7-{2-(2-Formamido-4-thiazolyl)-2-methoxyiminoacetamido}-3-cephem-4-carboxylic acid (syn isomer, 95 mg.) was suspended in methanol (4 ml.). To the suspension was added conc. hydrochloric acid (110 mg.) and the solution was stirred at room temperature for 4 hours. After distilling methanol under reduced pressure, the residue was dissolved in water (30 ml.) and the aqueous solution was washed with ethyl acetate (10 ml.) and dichloromethane (15 ml.) in turn. Nitrogen gas was introduced into the aque... Starting materials: N1C=NC=2CNCCC21 (4,5,6,7-tetrahydro-imidazo-[4,5-c]-pyridine), CNC(SC)=NC#N (N,S-dimethyl-N'-cyano-isothiourea). Solvent: C(C)#N (acetonitrile). Yields the product C(#N)NC(=NC)N1CC2=C(CC1)NC=N2 (5-(N-cyano-N'-methyl-guanyl)-4,5,6,7-tetrahydro-imidazo-[4,5-c]-pyridine). The yield is 30.9%. Reaction SMILES: [NH:1]1[C:9]2[CH2:8][CH2:7][NH:6][CH2:5][C:4]=2[N:3]=[CH:2]1.[CH3:10][NH:11][C:12](=[N:15][C:16]#[N:17])SC>C(#N)C>[C:16]([NH:15][C:12]([N:6]1[CH2:7][CH2:8][C:9]2[NH:1][CH:2]=[N:3][C:4]=2[CH2:5]1)=[N:11][CH3:10])#[N:17]. Procedure details: A solution of 1.23 g of 4,5,6,7-tetrahydro-imidazo-[4,5-c]-pyridine and 1.29 g of N,S-dimethyl-N'-cyano-isothiourea ##STR3## in 15 ml of acetonitrile is refluxed for 21 h. After evaporation to dryness, chromatography on silica gel (ethyl acetate-ethanol as eluant) of the residue gives 630 mg of the pure title compound, m.p. 240°.